Dataset: the Open Reaction Database (ORD), a public repository of structured organic reaction records. Task: describe an organic reaction: reactants, conditions, products, and yield Starting materials: C(C)OC(C(C)(C)Br)=O (2-Bromo-2-methyl-propionic acid ethyl ester), ClC1=CC=C(C=C1)C=1C=C(C(=NC1C1=CC=C(C=C1)C(F)(F)F)C)CO ([5-(4-Chloro-phenyl)-2-methyl-6-(4-trifluoromethyl-phenyl)-pyridin-3-yl]-methanol), [H-].[Na+] (sodium hydride). Reagents/catalysts: [I-].C(CCC)[N+](CCCC)(CCCC)CCCC (tetrabutylammonium iodide). The solvent is CN(C)C=O (DMF). Run at time 16 hour. The product is C(C)OC(C(C)(C)OCC=1C(=NC(=C(C1)C1=CC=C(C=C1)Cl)C1=CC=C(C=C1)C(F)(F)F)C)=O (2-[5-(4-Chloro-phenyl)-2-methyl-6-(4-trifluoromethyl-phenyl)-pyridin-3-ylmethoxy]-2-methyl-propionic acid ethyl ester). RXN SMILES: [Cl:1][C:2]1[CH:7]=[CH:6][C:5]([C:8]2[CH:9]=[C:10]([CH2:25][OH:26])[C:11]([CH3:24])=[N:12][C:13]=2[C:14]2[CH:19]=[CH:18][C:17]([C:20]([F:23])([F:22])[F:21])=[CH:16][CH:15]=2)=[CH:4][CH:3]=1.[H-].[Na+].[CH2:29]([O:31][C:32](=[O:37])[C:33](Br)([CH3:35])[CH3:34])[CH3:30]>CN(C=O)C.[I-].C([N+](CCCC)(CCCC)CCCC)CCC>[CH2:29]([O:31][C:32](=[O:37])[C:33]([O:26][CH2:25][C:10]1[C:11]([CH3:24])=[N:12][C:13]([C:14]2[CH:15]=[CH:16][C:17]([C:20]([F:21])([F:22])[F:23])=[CH:18][CH:19]=2)=[C:8]([C:5]2[CH:4]=[CH:3][C:2]([Cl:1])=[CH:7][CH:6]=2)[CH:9]=1)([CH3:35])[CH3:34])[CH3:30] |f:1.2,5.6|. Procedure details: To a solution of 500 mg of [5-(4-Chloro-phenyl)-2-methyl-6-(4-trifluoromethyl-phenyl)-pyridin-3-yl]-methanol in 6 ml of DMF were added 264 mg of sodium hydride (60% in mineral oil) at room temperature. After 15 min 449 mg of tetrabutylammonium iodide and 1.0 g of 2-Bromo-2-methyl-propionic acid ethyl ester were added and the reaction mixture was stirred for 16 h at room temperature. After dilution with saturated aqueous sodium hydrogen carbonate solution, the reaction mixture was filtered throug... Reactants: CCOC(=O)C(CC(C)C)c1cc(Br)c(O)c([N+](=O)[O-])c1, O=C([O-])[O-], CS(C)=O, BrCC1CC1, [Cs+], [Cs+], O. Product: CCOC(=O)C(CC(C)C)c1cc(Br)c(OCC2CC2)c([N+](=O)[O-])c1. Reaction SMILES: [Br:1][c:2]1[cH:3][c:4]([CH:12]([C:13](=[O:14])[O:15][CH2:16][CH3:17])[CH2:18][CH:19]([CH3:20])[CH3:21])[cH:5][c:6]([N+:9](=[O:10])[O-:11])[c:7]1[OH:8].[C:22](=[O:23])([O-:24])[O-:25].[CH3:34][S:35]([CH3:36])=[O:37].[CH:28]1([CH2:31][Br:32])[CH2:29][CH2:30]1.[Cs+:26].[Cs+:27].[OH2:33]>>[Br:1][c:2]1[cH:3][c:4]([CH:12]([C:13](=[O:14])[O:15][CH2:16][CH3:17])[CH2:18][CH:19]([CH3:20])[CH3:21])[cH:5][c:6]([N+:9](=[O:10])[O-:11])[c:7]1[O:8][CH2:31][CH:28]1[CH2:29][CH2:30]1. Reactants: FC(CN=C(NC1=NN(N=C1)C=1C=C(C(=O)OC)C=CC1)N)(F)F (methyl 3-[4-(2-[2,2,2-trifluoroethyl]guanidino)-1,2,3-triazol-2-yl]benzoate), C(O)CN (ethanolamine). The product is OCCNC(C1=CC(=CC=C1)N1N=CC(=N1)NC(=NCC(F)(F)F)N)=O (N-(2-hydroxyethyl)-3-[4-(2-[2,2,2-trifluoroethyl]guanidino)-1,2,3-triazol-2-yl]benzamide). As a reaction SMILES: [F:1][C:2]([F:24])([F:23])[CH2:3][N:4]=[C:5]([NH2:22])[NH:6][C:7]1[CH:11]=[N:10][N:9]([C:12]2[CH:13]=[C:14]([CH:19]=[CH:20][CH:21]=2)[C:15]([O:17]C)=O)[N:8]=1.[CH2:25]([CH2:27][NH2:28])[OH:26]>>[OH:26][CH2:25][CH2:27][NH:28][C:15](=[O:17])[C:14]1[CH:19]=[CH:20][CH:21]=[C:12]([N:9]2[N:8]=[C:7]([NH:6][C:5]([NH2:22])=[N:4][CH2:3][C:2]([F:1])([F:24])[F:23])[CH:11]=[N:10]2)[CH:13]=1. Procedure details: A mixture of methyl 3-[4-(2-[2,2,2-trifluoroethyl]guanidino)-1,2,3-triazol-2-yl]benzoate (0.2 g.) and ethanolamine (5 ml.) was heated at 80° overnight. The mixure was evaporated and the thick oily residue was purified by chromatography on silica gel using EtOAc and isopropanol (6:1 v/v) as eluant. The product was recrystallised from isopropanol to give N-(2-hydroxyethyl)-3-[4-(2-[2,2,2-trifluoroethyl]guanidino)-1,2,3-triazol-2-yl]benzamide, m.p. 171°-173°. Reactants: ClC(=O)OCC (ethyl chloroformate), ClC=1C=CC2=C(CCC=3C(=NC=CC3)C2C2=CCN(CC2)C)C1 (4-(8-chloro-5,6-dihydro-11H-benzo[5,6]cyclohepta[1,2-b]pyridin-11-yl)-N-methyl-1,2,5,6-tetrahydropyridine), [NH4+].[OH-] (NH4OH). The solvent is C1(=CC=CC=C1)C (toluene). Run at temperature 80 celsius. Product: ClC=1C=CC2=C(CCC=3C(=NC=CC3)C2C2=CC(NCC2)C(=O)OCC)C1 (ethyl 4-(8-chloro-5,6-dihydro-11H-benzo[5,6]cyclohepta[1,2-b]pyridin-11-yl)-1,2,5,6- tetrahydropyridinecarboxylate). Isolated yield 26.7%. As a reaction SMILES: [Cl:1][C:2]1[CH:3]=[CH:4][C:5]2[CH:15]([C:16]3[CH2:21][CH2:20][N:19](C)[CH2:18][CH:17]=3)[C:10]3=[N:11][CH:12]=[CH:13][CH:14]=[C:9]3[CH2:8][CH2:7][C:6]=2[CH:23]=1.Cl[C:25]([O:27][CH2:28][CH3:29])=[O:26].[NH4+].[OH-]>C1(C)C=CC=CC=1>[Cl:1][C:2]1[CH:3]=[CH:4][C:5]2[CH:15]([C:16]3[CH2:21][CH2:20][NH:19][CH:18]([C:25]([O:27][CH2:28][CH3:29])=[O:26])[CH:17]=3)[C:10]3=[N:11][CH:12]=[CH:13][CH:14]=[C:9]3[CH2:8][CH2:7][C:6]=2[CH:23]=1 |f:2.3|. Reported procedure: Dissolved 4-(8-chloro-5,6-dihydro-11H-benzo[5,6]cyclohepta[1,2-b]pyridin-11-yl)-N-methyl-1,2,5,6-tetrahydropyridine (1.24 g, 3.82 mmol) in 100 mL of dry toluene, and added ethyl chloroformate (0.91 mL, 9.54 mmol) via syringe. Heated at 80° C. for 46 hours under a nitrogen atmosphere. Cooled to room temperature, and added 1N NH4OH. Extracted with ether. Purified crude product by flash chromatography on silica gel eluting with 10% EtOAc-CH2Cl2. Combined appropriate fractions, and evaporated to giv... The reactants are C(CCC)N1N=C2C(C=3N(C=N2)N=C(N3)C=3OC=CC3)=C1 (8-Butyl-2-(2-furyl)-pyrazolo[4,3-e]1,2,4-triazolo[1,5-c]pyrimidine), [K+].[Br-] (KBr), C(CCC)N1N=C2C(C=3N(C=N2)N=C(N3)C=3OC=CC3)=C1 (8-Butyl-2-(2-furyl)-pyrazolo[4,3-e]1,2,4-triazolo[1,5-c]pyrimidine), solid. The product is C(CC)N1N=C2C(C=3N(C=N2)N=C(N3)C=3OC=CC3)=C1 (8-Propyl-2-(2-furyl)-pyrazolo[4,3-e]1,2,4-triazolo[1,5-c]pyrimidine). Reaction SMILES: [CH2:1]([N:5]1[CH:21]=[C:8]2[C:9]3[N:10]([N:13]=[C:14]([C:16]4[O:17][CH:18]=[CH:19][CH:20]=4)[N:15]=3)[CH:11]=[N:12][C:7]2=[N:6]1)[CH2:2][CH2:3]C.[K+].[Br-]>>[CH2:1]([N:5]1[CH:21]=[C:8]2[C:9]3[N:10]([N:13]=[C:14]([C:16]4[O:17][CH:18]=[CH:19][CH:20]=4)[N:15]=3)[CH:11]=[N:12][C:7]2=[N:6]1)[CH2:2][CH3:3] |f:1.2|. Procedure: 8-Butyl-2-(2-furyl)-pyrazolo[4,3-e]1,2,4-triazolo[1,5-c]pyrimidine (Compound 21) yield 50%, pale yellow solid m.p. 245-247° C. (EtOAc-light petroleum); IR (KBr): 1610, 1500 cm−1; 1H NMR (DMSO-d6) δ 0.9 (m, 3H); 1.3 (m, 2H); 1.9 (m, 2H); 4.5 (t. 2H, J=7.2); 6.2 (m, 1H); 7.3 (m, 1H); 8.0 (m, 1H); 8.9 (s, 1H); 9.4 (s, 1H). Reactants: BrCCC1CCCCC1, [H-], [Na+], C1CCOC1, O=Cc1c[nH]cn1. The product is O=Cc1cn(CCC2CCCCC2)cn1. As a reaction SMILES: [CH:10]1([CH2:16][CH2:17][Br:18])[CH2:11][CH2:12][CH2:13][CH2:14][CH2:15]1.[H-:8].[Na+:9].[O:19]1[CH2:20][CH2:21][CH2:22][CH2:23]1.[nH:1]1[cH:2][n:3][c:4]([CH:6]=[O:7])[cH:5]1>>[n:1]1([CH2:17][CH2:16][CH:10]2[CH2:11][CH2:12][CH2:13][CH2:14][CH2:15]2)[cH:2][n:3][c:4]([CH:6]=[O:7])[cH:5]1. Reactants: ClC1=C(C=CC(=C1)Cl)N1CCCN2C1=NC=1C2=C(C=CC1)C(=O)O (1-(2,4-dichlorophenyl)-1,2,3,4-tetrahydropyrimido[1,2-a]benzimidazole-6-carboxylic acid), ON1N=NC2=C1C=CC=C2 (1-hydroxy-1H-benzotriazole), Cl.C(C)N=C=NCCCN(C)C (1-ethyl-3-(3-dimethylaminopropyl)carbodiimide hydrochloride), C(C)N (ethylamine). Solvent: CN(C=O)C (N,N-dimethylformamide), C(O)([O-])=O.[Na+] (sodium hydrogen carbonate). Conditions: time 3 hour. Product: ClC1=C(C=CC(=C1)Cl)N1CCCN2C1=NC=1C2=C(C=CC1)C(=O)N(CC)CC (1-(2,4-Dichlorophenyl)-N,N-diethyl-1,2,3,4-tetrahydropyrimido[1,2-a]benzimidazole-6-carboxamide). Yield: 68.4%. As a reaction SMILES: [Cl:1][C:2]1[CH:7]=[C:6]([Cl:8])[CH:5]=[CH:4][C:3]=1[N:9]1[C:14]2=[N:15][C:16]3[C:17](=[C:18]([C:22]([OH:24])=O)[CH:19]=[CH:20][CH:21]=3)[N:13]2[CH2:12][CH2:11][CH2:10]1.O[N:26]1[C:30]2[CH:31]=CC=CC=2N=N1.Cl.[CH2:36](N=C=NCCCN(C)C)[CH3:37].C(N)C>C(=O)([O-])O.[Na+].CN(C)C=O>[Cl:1][C:2]1[CH:7]=[C:6]([Cl:8])[CH:5]=[CH:4][C:3]=1[N:9]1[C:14]2=[N:15][C:16]3[C:17](=[C:18]([C:22]([N:26]([CH2:30][CH3:31])[CH2:36][CH3:37])=[O:24])[CH:19]=[CH:20][CH:21]=3)[N:13]2[CH2:12][CH2:11][CH2:10]1 |f:2.3,5.6|. Procedure: A mixture of 1-(2,4-dichlorophenyl)-1,2,3,4-tetrahydropyrimido[1,2-a]benzimidazole-6-carboxylic acid (350 mg, 0.966 mmol), 1-hydroxy-1H-benzotriazole (193 mg, 1.26 mmol), 1-ethyl-3-(3-dimethylaminopropyl)carbodiimide hydrochloride (203 mg, 1.06 mmol), and ethylamine (141 mg, 1.93 mmol), and N,N-dimethylformamide (7.0 mL) was stirred at room temperature for 3 hr. The mixture was diluted with saturated aqueous sodium hydrogen carbonate, and extracted with ethyl acetate. The combined organic layer ... Starting materials: O=C([O-])[O-], CCC(Br)C(=O)OC, CC#N, COC(=O)CCCN, [K+], [K+]. The product is CCC(NCCCC(=O)OC)C(=O)OC. Reaction SMILES: [C:1](=[O:2])([O-:3])[O-:4].[CH3:15][O:16][C:17]([CH:18]([CH2:19][CH3:20])[Br:21])=[O:22].[CH3:23][C:24]#[N:25].[CH3:7][O:8][C:9]([CH2:10][CH2:11][CH2:12][NH2:13])=[O:14].[K+:5].[K+:6]>>[CH3:7][O:8][C:9]([CH2:10][CH2:11][CH2:12][NH:13][CH:18]([C:17]([O:16][CH3:15])=[O:22])[CH2:19][CH3:20])=[O:14]. The reactants are CSSC (dimethyldisulfide), C(CCC)[Li] (n-butyllithium), BrC1=CNC=2N=CN=C(C21)Cl (5-bromo-4-chloro-7H-pyrrolo[2,3-d]pyrimidine). The solvent is C1CCOC1 (THF), C1CCOC1 (THF), [NH4+].[Cl-] (NH4Cl). Conditions: time 1 hour. The product is ClC=1C2=C(N=CN1)NC=C2SC (4-chloro-5-methylsulfanyl-7H-pyrrolo[2,3-d]pyrimidine). Isolated yield 97.6%. RXN SMILES: Br[C:2]1[C:10]2[C:9]([Cl:11])=[N:8][CH:7]=[N:6][C:5]=2[NH:4][CH:3]=1.C([Li])CCC.[CH3:17][S:18]SC>C1COCC1.[NH4+].[Cl-]>[Cl:11][C:9]1[C:10]2[C:2]([S:18][CH3:17])=[CH:3][NH:4][C:5]=2[N:6]=[CH:7][N:8]=1 |f:4.5|. Procedure: To 5-bromo-4-chloro-7H-pyrrolo[2,3-d]pyrimidine (0.18 g, 0.77 mmol) in dry THF (2 ml), cooled in a dry ice-acetone bath, was added dropwise n-butyllithium (0.77 ml, 1.9 mmol, 2.5 M in hexanes). The mixture was stirred for 1 hour, then dimethyldisulfide (0.077 mL, 0.77 mmol) suspended in dry THF (1 ml) was added. The solution was stirred for 2.5 hours at −78° C. and then diluted with aqueous NH4Cl. The phases were separated and the water extracted 2 times with ethyl acetate. The combined organic ...